This data is from the Open Reaction Database (ORD), a public repository of structured organic reaction records. The task is: describe an organic reaction: reactants, conditions, products, and yield Starting materials: CN1N=NN=C1S (1-Methyl-5-mercapto-1,2,3,4-tetrazole), BrCCCBr (1,3-dibromopropane), C([O-])([O-])=O.[K+].[K+] (potassium carbonate). Solvent: CC(=O)C (acetone). The product is CN1N=NN=C1SCCCSC1=NN=NN1C (1-methyl-5-[3-(1-methyl-1,2,3,4-tetrazol-5-yl)thiopropyl]thio-1,2,3,4-tetrazole). Isolated yield 66.7%. Reaction SMILES: [CH3:1][N:2]1[C:6]([SH:7])=[N:5][N:4]=[N:3]1.Br[CH2:9][CH2:10][CH2:11]Br.C(=O)([O-])[O-].[K+].[K+]>CC(C)=O>[CH3:1][N:2]1[C:6]([S:7][CH2:9][CH2:10][CH2:11][S:7][C:6]2[N:2]([CH3:1])[N:3]=[N:4][N:5]=2)=[N:5][N:4]=[N:3]1 |f:2.3.4|. Reported procedure: 1-Methyl-5-mercapto-1,2,3,4-tetrazole (4.6 g) and 1,3-dibromopropane (4 g) are dissolved in acetone (50 ml). To the mixture is added potassium carbonate (5.5 g), and the mixture is refluxed for 3 hours. After acetone is distilled off, water is added to the residue, and the precipitated crystals are separated by filtration and recrystallized from ethanol to give 1-methyl-5-[3-(1-methyl-1,2,3,4-tetrazol-5-yl)thiopropyl]thio-1,2,3,4-tetrazole (3.6 g) as colorless prisms, m.p. 141.5°-143.5° C. Starting materials: O=S(=O)(CCCCn1cnc2c(N(Cc3ccccc3)Cc3ccccc3)nc3ccccc3c21)c1ccccc1, ClCCl, O=S(=O)(O)C(F)(F)F. Product: Nc1nc2ccccc2c2c1ncn2CCCCS(=O)(=O)c1ccccc1. RXN SMILES: [CH2:1]([N:8]([CH2:2][c:3]1[cH:4][cH:5][cH:6][cH:7][cH:35]1)[c:9]1[n:10][c:11]2[cH:12][cH:13][cH:14][cH:15][c:16]2[c:17]2[c:18]1[n:19][cH:20][n:21]2[CH2:22][CH2:23][CH2:24][CH2:25][S:26](=[O:27])(=[O:28])[c:29]1[cH:30][cH:31][cH:32][cH:33][cH:34]1)[c:36]1[cH:37][cH:38][cH:39][cH:40][cH:41]1.[Cl:50][CH2:51][Cl:52].[OH:42][S:43]([C:44]([F:45])([F:46])[F:47])(=[O:48])=[O:49]>>[NH2:8][c:9]1[n:10][c:11]2[cH:12][cH:13][cH:14][cH:15][c:16]2[c:17]2[c:18]1[n:19][cH:20][n:21]2[CH2:22][CH2:23][CH2:24][CH2:25][S:26](=[O:27])(=[O:28])[c:29]1[cH:30][cH:31][cH:32][cH:33][cH:34]1. The reactants are ice, IC1=CC(=C(C=C1)C)CC1=CC=C(C=C1)OC (4-iodo-2-(4-methoxy-benzyl)-1-methyl-benzene), B(Br)(Br)Br (boron tribromide), ice, C([O-])([O-])=O.[K+].[K+] (potassium carbonate), Cl (hydrochloric acid). The solvent is ClCCl (dichloromethane), ClCCl (dichloromethane). The product is IC=1C=CC(=C(CC2=CC=C(C=C2)O)C1)C (4-(5-Iodo-2-methyl-benzyl)-phenol). Reaction SMILES: [I:1][C:2]1[CH:7]=[CH:6][C:5]([CH3:8])=[C:4]([CH2:9][C:10]2[CH:15]=[CH:14][C:13]([O:16]C)=[CH:12][CH:11]=2)[CH:3]=1.B(Br)(Br)Br.C(=O)([O-])[O-].[K+].[K+].Cl>ClCCl>[I:1][C:2]1[CH:7]=[CH:6][C:5]([CH3:8])=[C:4]([CH:3]=1)[CH2:9][C:10]1[CH:15]=[CH:14][C:13]([OH:16])=[CH:12][CH:11]=1 |f:2.3.4|. Procedure: To an ice-cold solution of 4-iodo-2-(4-methoxy-benzyl)-1-methyl-benzene (12.5 g) in dichloromethane (70 mL) is added a solution of boron tribromide in dichloromethane (1 mol/L, 40 mL). The resulting solution is stirred in the ice-bath for 1 h and at ambient temperature overnight. The solution is then cooled in an ice bath and saturated aqueous potassium carbonate solution is added dropwise. At ambient temperature the mixture is adjusted with aqueous hydrochloric acid (1 mol/L) to a pH of 1, the ... Starting materials: C([O-])(O)=O.[Na+] (sodium bicarbonate), [H-].[Na+] (sodium hydride), CI (methyl iodide), C(C)SC1=C(C(=O)NC2=NC=C(C=C2)C(F)(F)F)C=CC=C1 (2-ethylsulfanyl-N-(5-trifluoromethyl-pyridin-2-yl)-benzamide). Run in C1CCOC1 (THF). Reaction conditions: time 5 hour. Product: C(C)SC1=C(C(=O)N(C2=NC=C(C=C2)C(F)(F)F)C)C=CC=C1 (2-ethylsulfanyl-N-methyl-N-(5-trifluoromethyl-pyridin-2-yl)-benzamide). As a reaction SMILES: [H-].[Na+].CI.[CH2:5]([S:7][C:8]1[CH:26]=[CH:25][CH:24]=[CH:23][C:9]=1[C:10]([NH:12][C:13]1[CH:18]=[CH:17][C:16]([C:19]([F:22])([F:21])[F:20])=[CH:15][N:14]=1)=[O:11])[CH3:6].[C:27](=O)(O)[O-].[Na+]>C1COCC1>[CH2:5]([S:7][C:8]1[CH:26]=[CH:25][CH:24]=[CH:23][C:9]=1[C:10]([N:12]([CH3:27])[C:13]1[CH:18]=[CH:17][C:16]([C:19]([F:20])([F:22])[F:21])=[CH:15][N:14]=1)=[O:11])[CH3:6] |f:0.1,4.5|. Procedure: 0.03 g of 60% sodium hydride (oil-based) and 0.14 g of methyl iodide were added to a mixture of 0.15 g of 2-ethylsulfanyl-N-(5-trifluoromethyl-pyridin-2-yl)-benzamide and 2 mL of THF, and the mixture was stirred at room temperature for 5 hours. A saturated aqueous sodium bicarbonate solution was poured to the reaction mixture, and the mixture was extracted with ethyl acetate. The organic layer was dried over anhydrous sodium sulfate and then concentrated under reduced pressure, and the resulting... Starting materials: C1CCOC1, [Li]CCCC, CC(C)NC(C)C, COC=O, Clc1ccnc(Cl)c1. Product: O=Cc1c(Cl)ccnc1Cl. RXN SMILES: [CH2:25]1[O:26][CH2:27][CH2:28][CH2:29]1.[CH2:8]([Li:9])[CH2:10][CH2:11][CH3:12].[CH:1]([NH:2][CH:3]([CH3:4])[CH3:5])([CH3:6])[CH3:7].[CH:21](=[O:22])[O:23][CH3:24].[Cl:13][c:14]1[n:15][cH:16][cH:17][c:18]([Cl:20])[cH:19]1>>[Cl:13][c:14]1[n:15][cH:16][cH:17][c:18]([Cl:20])[c:19]1[CH:21]=[O:22]. Reactants: CC(C)(C)OC(=O)NC1CCC(n2nnc3cnc4c(ccn4S(=O)(=O)c4ccccc4)c32)C1, O=C(O)C(F)(F)F. The product is NC1CCC(n2nnc3cnc4c(ccn4S(=O)(=O)c4ccccc4)c32)C1. Reaction SMILES: [C:1]([O:2][C:3](=[O:4])[NH:7][CH:8]1[CH2:9][CH:10]([n:13]2[n:14][n:15][c:16]3[cH:17][n:18][c:19]4[n:20]([S:25](=[O:26])(=[O:27])[c:28]5[cH:29][cH:30][cH:31][cH:32][cH:33]5)[cH:21][cH:22][c:23]4[c:24]23)[CH2:11][CH2:12]1)([CH3:5])([CH3:6])[CH3:34].[OH:35][C:36]([C:37]([F:38])([F:39])[F:40])=[O:41]>>[NH2:7][CH:8]1[CH2:9][CH:10]([n:13]2[n:14][n:15][c:16]3[cH:17][n:18][c:19]4[n:20]([S:25](=[O:26])(=[O:27])[c:28]5[cH:29][cH:30][cH:31][cH:32][cH:33]5)[cH:21][cH:22][c:23]4[c:24]23)[CH2:11][CH2:12]1.